This data is from the Open Reaction Database (ORD), a public repository of structured organic reaction records. The task is: describe an organic reaction: reactants, conditions, products, and yield The reactants are C(CCC)(=S)NCC(=O)N (2-Thiobutyrylamino-acetamide), P(Br)(Br)Br (phosphorous tribromide), P(Br)(Br)Br (phosphorous tribromide). Run in C(C)(=O)OCC (ethyl acetate), C(C)(=O)OCC (ethyl acetate). Run at time 20 minute. Yields the product C(CC)C=1SC(=CN1)N (2-Propyl-thiazol-5-ylamine). As a reaction SMILES: [C:1]([NH:6][CH2:7][C:8]([NH2:10])=O)(=[S:5])[CH2:2][CH2:3][CH3:4].P(Br)(Br)Br>C(OCC)(=O)C>[CH2:2]([C:1]1[S:5][C:8]([NH2:10])=[CH:7][N:6]=1)[CH2:3][CH3:4]. Reported procedure: A solution of the product of Example 5C (395 mg, 2.465 mmol) in anhydrous ethyl acetate (12 mL) was treated with phosphorous tribromide (0.189 mL, 1.972 mmol) under a nitrogen atmosphere and stirred at room temperature for 20 minutes. Added additional phosphorous tribromide (0.050 mL) and let stir for 5 minutes. The reaction mixture was diluted with ethyl acetate (50 mL) and washed with saturated aqueous sodium bicarbonate (25 mL). The aqueous wash was extracted with ethyl acetate (2×50 mL), and... Reactants: solid, BrC=1C=CC=2N(C1)C(=CN2)C2=CC=C(C=C2)C(F)(F)F (6-bromo-3-(4-trifluoromethyl-phenyl)-imidazo[1,2-a]pyridine), BrC=1C=CC=2N(C1)C(=CN2)C2=CC=C(C=C2)C(F)(F)F (6-bromo-3-(4-trifluoromethyl-phenyl)-imidazo[1,2-a]pyridine), FC1=CC=C(C=C1)N1N=CC=C1B1OC(C(O1)(C)C)(C)C (1-(4-fluoro-phenyl)-5-(4,4,5,5-tetramethyl-1,3,2-dioxaborolan-2-yl)-1H-pyrazole), FC1=CC=C(C=C1)N1N=CC=C1B1OC(C(O1)(C)C)(C)C (1-(4-fluoro-phenyl)-5-(4,4,5,5-tetramethyl-1,3,2-dioxaborolan-2-yl)-1H-pyrazole). The product is FC1=CC=C(C=C1)N1N=CC=C1C=1C=CC=2N(C1)C(=CN2)C2=CC=C(C=C2)C(F)(F)F (6-[2-(4-Fluoro-phenyl)-2H-pyrazol-3-yl]-3-(4-trifluoromethyl-phenyl)-imidazo[1,2-a]pyridine). As a reaction SMILES: Br[C:2]1[CH:3]=[CH:4][C:5]2[N:6]([C:8]([C:11]3[CH:16]=[CH:15][C:14]([C:17]([F:20])([F:19])[F:18])=[CH:13][CH:12]=3)=[CH:9][N:10]=2)[CH:7]=1.[F:21][C:22]1[CH:27]=[CH:26][C:25]([N:28]2[C:32](B3OC(C)(C)C(C)(C)O3)=[CH:31][CH:30]=[N:29]2)=[CH:24][CH:23]=1>>[F:21][C:22]1[CH:23]=[CH:24][C:25]([N:28]2[C:32]([C:2]3[CH:3]=[CH:4][C:5]4[N:6]([C:8]([C:11]5[CH:16]=[CH:15][C:14]([C:17]([F:20])([F:19])[F:18])=[CH:13][CH:12]=5)=[CH:9][N:10]=4)[CH:7]=3)=[CH:31][CH:30]=[N:29]2)=[CH:26][CH:27]=1. Procedure details: The title compound, off-white solid (87 mg, 70%), MS (ISP) m/z=423.5 [(M+H)+], mp 172° C., was prepared in accordance with the general method of example 1 from 6-bromo-3-(4-trifluoromethyl-phenyl)-imidazo[1,2-a]pyridine (intermediate M) (0.1 g, 0.29 mmol) and 1-(4-fluoro-phenyl)-5-(4,4,5,5-tetramethyl-1,3,2-dioxaborolan-2-yl)-1H-pyrazole (intermediate A) (0.11 mg, 0.38 mmol). The reactants are O=C([O-])[O-], ClC(Cl)Cl, CCOC(=O)Cl, Cl, [K+], [K+], OCC1CCNCC1, O. Product: CCOC(=O)N1CCC(CO)CC1. RXN SMILES: [C:1](=[O:2])([O-:3])[O-:4].[CH:22]([Cl:23])([Cl:24])[Cl:25].[Cl:16][C:17](=[O:18])[O:19][CH2:20][CH3:21].[ClH:7].[K+:5].[K+:6].[NH:8]1[CH2:9][CH2:10][CH:11]([CH2:14][OH:15])[CH2:12][CH2:13]1.[OH2:26]>>[N:8]1([C:17](=[O:18])[O:19][CH2:20][CH3:21])[CH2:9][CH2:10][CH:11]([CH2:14][OH:15])[CH2:12][CH2:13]1. Reactants: COc1ccc2c(c1)C(=O)CCC2, NC1CCCc2occc21. The product is COc1ccc2c(c1)C(N)CCC2. Reaction SMILES: [CH3:11][O:12][c:13]1[cH:14][cH:15][c:16]2[c:21]([cH:22]1)[C:20](=[O:23])[CH2:19][CH2:18][CH2:17]2.[o:1]1[c:2]2[c:7]([cH:8][cH:9]1)[CH:6]([NH2:10])[CH2:5][CH2:4][CH2:3]2>>[NH2:10][CH:20]1[CH2:19][CH2:18][CH2:17][c:16]2[cH:15][cH:14][c:13]([O:12][CH3:11])[cH:22][c:21]21. Reactants: CC=1C=C(C=C(C1)C)O (3,5-dimethylphenol), Cl (hydrochloric acid), [I-].[K+] (potassium iodide), I(=O)(=O)[O-].[K+] (potassium iodate). Run in CO (methanol), O (water). Run at time 20 hour. The product is CC=1C=C(C=C(C1I)C)O (3,5-dimethyl-4-iodophenol), white needles. The yield is 15.0%. RXN SMILES: [CH3:1][C:2]1[CH:3]=[C:4]([OH:9])[CH:5]=[C:6]([CH3:8])[CH:7]=1.Cl.[I-].[K+].[I:13]([O-])(=O)=O.[K+]>CO.O>[CH3:1][C:2]1[CH:3]=[C:4]([OH:9])[CH:5]=[C:6]([CH3:8])[C:7]=1[I:13] |f:2.3,4.5|. Procedure details: 3,5-dimethyl-4-iodophenol was prepared as follows: To a solution of 59.1 g (484 mmol) of 3,5-dimethylphenol in 1 l of methanol was added 395 ml of 36% hydrochloric acid, with occasional cooling to maintain the temperature at 20°-30° C. To the resulting solution was then added a solution of 54.3 g (327 mmol) potassium iodide and 33.5 g (157 mmol) potassium iodate in 500 ml water over a 5 minute period. The solution became red and cloudy and a tan precipitate formed. After stirring at room tempera... Reactants: C([O-])(O)=O.[Na+] (sodium bicarbonate), ClC1=C(C=C(C=C1)[C@@]1(O[C@@H]([C@H]([C@@H]([C@H]1O[Si](C)(C)C)O[Si](C)(C)C)O[Si](C)(C)C)CO[Si](C)(C)C)O)CC1=C(C(=C(C=C1)OCC)F)F ((2S,3R,4S,5R,6R)-2-[4-chloro-3-[(4-ethoxy-2,3-difluoro-phenyl)methyl]phenyl]-3,4,5-tris (trimethylsilyloxy)-6-(trimethylsilyloxymethyl)tetrahydropyran-2-ol), CS(=O)(=O)O (methylsulfonic acid). Solvent: O1CCCC1 (tetrahydrofuran), CO (methanol). Reaction conditions: time 16 hour. The product is ClC1=C(C=C(C=C1)[C@@]1(O[C@@H]([C@H]([C@@H]([C@H]1O)O)O)CO)OC)CC1=C(C(=C(C=C1)OCC)F)F ((2S,3R,4S,5S,6R)-2-[4-chloro-3-[(4-ethoxy-2,3-difluoro-phenyl)methyl]phenyl]-6-(hydroxymethyl)-2-methoxy-tetrahydropyran-3,4,5-triol). The yield is 106.9%. As a reaction SMILES: [Cl:1][C:2]1[CH:7]=[CH:6][C:5]([C@@:8]2([OH:35])[C@H:13]([O:14][Si](C)(C)C)[C@@H:12]([O:19][Si](C)(C)C)[C@H:11]([O:24][Si](C)(C)C)[C@@H:10]([CH2:29][O:30][Si](C)(C)C)[O:9]2)=[CH:4][C:3]=1[CH2:36][C:37]1[CH:42]=[CH:41][C:40]([O:43][CH2:44][CH3:45])=[C:39]([F:46])[C:38]=1[F:47].[CH3:48]S(O)(=O)=O.C(=O)(O)[O-].[Na+]>O1CCCC1.CO>[Cl:1][C:2]1[CH:7]=[CH:6][C:5]([C@@:8]2([O:35][CH3:48])[C@H:13]([OH:14])[C@@H:12]([OH:19])[C@H:11]([OH:24])[C@@H:10]([CH2:29][OH:30])[O:9]2)=[CH:4][C:3]=1[CH2:36][C:37]1[CH:42]=[CH:41][C:40]([O:43][CH2:44][CH3:45])=[C:39]([F:46])[C:38]=1[F:47] |f:2.3|. Procedure details: To a solution of (2S,3R,4S,5R,6R)-2-[4-chloro-3-[(4-ethoxy-2,3-difluoro-phenyl)methyl]phenyl]-3,4,5-tris(trimethylsilyloxy)-6-(trimethylsilyloxymethyetetrahydropyran-2-ol 23f (0.97 g, 1.3 mmol) in tetrahydrofuran (10 mL) was added a solution of methylsulfonic acid (0.05 mL, 0.65 mmol) in methanol (2 mL) at −70° C. The mixture was warmed up to room temperature and stirred for 16 hours. The reaction mixture was neutralized with saturated aqueous sodium bicarbonate till pH becomes 6-7 and extracted... The reactants are ClC(=O)OC1=CC=C(C=C1)[N+](=O)[O-] (p-nitrophenyl chloroformate), OCC1=CC=NC=C1 (4-hydroxymethylpyridine). Reagents/catalysts: CN(C1=CC=NC=C1)C (4-dimethylaminopyridine). Solvent: C(Cl)Cl (CH2Cl2), C(Cl)Cl (CH2Cl2). Run at temperature 0 celsius, time 8 hour. The product is C(OCC1=CC=NC=C1)(OC1=CC=C(C=C1)[N+](=O)[O-])=O (4-Pyridylmethyl 4-nitrophenyl carbonate). As a reaction SMILES: Cl[C:2]([O:4][C:5]1[CH:10]=[CH:9][C:8]([N+:11]([O-:13])=[O:12])=[CH:7][CH:6]=1)=[O:3].[OH:14][CH2:15][C:16]1[CH:21]=[CH:20][N:19]=[CH:18][CH:17]=1>C(Cl)Cl.CN(C)C1C=CN=CC=1>[C:2](=[O:3])([O:4][C:5]1[CH:6]=[CH:7][C:8]([N+:11]([O-:13])=[O:12])=[CH:9][CH:10]=1)[O:14][CH2:15][C:16]1[CH:21]=[CH:20][N:19]=[CH:18][CH:17]=1. Reported procedure: 20.3 g of p-nitrophenyl chloroformate were dissolved in 150 ml of CH2Cl2 (absolute) and the solution was cooled to 0° C. under N2. 520 mg of 4-dimethylaminopyridine (DMAP) were added and 10 g of 4-hydroxymethylpyridine in 50 ml of CH2Cl2 (absolute) were then added dropwise to this solution. The mixture was stirred overnight at R.T. and the crystals which had precipitated were filtered off. The crystals were recrystallized using fresh CH2Cl2 under the influence of heat and, after cooling, were fi... Starting materials: [BH4-], CO, O=Cc1nc(Cl)cc(NCCc2ccc(Cl)cc2Cl)n1, [Na+], O. Product: OCc1nc(Cl)cc(NCCc2ccc(Cl)cc2Cl)n1. Reaction SMILES: [BH4-:21].[CH3:24][OH:25].[Cl:1][c:2]1[n:3][c:4]([CH:19]=[O:20])[n:5][c:6]([NH:8][CH2:9][CH2:10][c:11]2[c:12]([Cl:18])[cH:13][c:14]([Cl:17])[cH:15][cH:16]2)[cH:7]1.[Na+:22].[OH2:23]>>[Cl:1][c:2]1[n:3][c:4]([CH2:19][OH:20])[n:5][c:6]([NH:8][CH2:9][CH2:10][c:11]2[c:12]([Cl:18])[cH:13][c:14]([Cl:17])[cH:15][cH:16]2)[cH:7]1.